From a dataset of the Open Reaction Database (ORD), a public repository of structured organic reaction records. describe an organic reaction: reactants, conditions, products, and yield Reactants: C([O-])([O-])=O.[K+].[K+] (potassium carbonate), [N+](=O)([O-])C=1C=NNC1 (4-Nitropyrazole), BrCC1=C(C=CC=C1C(F)(F)F)F (2-(Bromomethyl)-1-fluoro-3-(trifluoromethyl)benzene). Solvent: CN(C)C=O (DMF), CN(C)C=O (DMF). Conditions: time 5 minute. The product is FC1=C(C(=CC=C1)C(F)(F)F)CN1N=CC(=C1)[N+](=O)[O-] (1-{[2-Fluoro-6-(trifluoromethyl)phenyl]methyl}-4-nitro-1H-pyrazole). As a reaction SMILES: [N+:1]([C:4]1[CH:5]=[N:6][NH:7][CH:8]=1)([O-:3])=[O:2].C(=O)([O-])[O-].[K+].[K+].Br[CH2:16][C:17]1[C:22]([C:23]([F:26])([F:25])[F:24])=[CH:21][CH:20]=[CH:19][C:18]=1[F:27]>CN(C=O)C>[F:27][C:18]1[CH:19]=[CH:20][CH:21]=[C:22]([C:23]([F:24])([F:25])[F:26])[C:17]=1[CH2:16][N:6]1[CH:5]=[C:4]([N+:1]([O-:3])=[O:2])[CH:8]=[N:7]1 |f:1.2.3|. Procedure details: 4-Nitropyrazole (Aldrich; 4.974 g, 44.0 mmol) was dissolved in DMF (100 ml) and potassium carbonate (9.12 g, 66.0 mmol) was added. The reaction mixture was allowed to stir at ambient temperature under nitrogen for approximately 5 minutes. 2-(Bromomethyl)-1-fluoro-3-(trifluoromethyl)benzene (Aldrich; 11.31 g, 44.0 mmol) in DMF (25 ml) was then added over a period of approximately 5 minutes and the reaction was left to stir overnight. Starting materials: N(=O)C1=C(N(C)C)C=CC=C1 (nitrosodimethylaniline), CN(C1=CC=CC=C1)C (dimethylaniline), N(=O)[O-] (nitrite), Cl (HCl), nitroso. Yields the product NC1=CC=C(N(C)C)C=C1 (p-aminodimethylaniline), Cl (HCl). RXN SMILES: N([C:3]1[CH:11]=[CH:10][CH:9]=[CH:8][C:4]=1[N:5]([CH3:7])[CH3:6])=O.C[N:13](C)C1C=CC=CC=1.N([O-])=O.[ClH:24]>>[NH2:13][C:10]1[CH:9]=[CH:8][C:4]([N:5]([CH3:7])[CH3:6])=[CH:3][CH:11]=1.[ClH:24]. Procedure details: In step (a), nitrosodimethylaniline is prepared from dimethylaniline by treatment with nitrite (NaNO2) in aqueous acid (HCl) solution. In step (b), the nitroso compound is reduced to form p-aminodimethylaniline in aqueous acid (HCl) solution using zinc dust solution. In steps (c), (d), and (e), the p-aminodimethylaniline is oxidized in aqueous acid solution with another molecule of dimethylaniline, and simultaneously a thiosulfonic acid group is introduced; the ring is then closed using manganes... The reactants are C1(=CC=CC=C1)C(C(=O)NC1[C@@H]2N(C(=C(CS2)CC)C(=S)OC(C2=CC=CC=C2)C2=CC=CC=C2)C1=O)=NOCC(=O)OC(C)(C)C (benzhydryl 7-[2-phenyl-2-tertbutoxycarbonylmethoxyiminoacetamido]-3-ethylthio-3-cephem-4-carboxylate), C1(=CC=CC=C1)OC (anisole). Run in FC(C(=O)O)(F)F (trifluoroacetic acid). The product is C1(=CC=CC=C1)C(C(=O)NC1[C@@H]2N(C(=C(CS2)CC)C(=S)O)C1=O)=NOCC(=O)O (7-[2-phenyl-2-carboxymethoxyiminoacetamido]-3-ethylthio-3-cephem-4-carboxylic acid). Isolated yield 97.1%. Reaction SMILES: [C:1]1([C:7](=[N:38][O:39][CH2:40][C:41]([O:43]C(C)(C)C)=[O:42])[C:8]([NH:10][CH:11]2[C:36](=[O:37])[N:13]3[C:14]([C:20]([O:22]C(C4C=CC=CC=4)C4C=CC=CC=4)=[S:21])=[C:15]([CH2:18][CH3:19])[CH2:16][S:17][C@H:12]23)=[O:9])[CH:6]=[CH:5][CH:4]=[CH:3][CH:2]=1.C1(OC)C=CC=CC=1>FC(F)(F)C(O)=O>[C:1]1([C:7](=[N:38][O:39][CH2:40][C:41]([OH:43])=[O:42])[C:8]([NH:10][CH:11]2[C:36](=[O:37])[N:13]3[C:14]([C:20]([OH:22])=[S:21])=[C:15]([CH2:18][CH3:19])[CH2:16][S:17][C@H:12]23)=[O:9])[CH:6]=[CH:5][CH:4]=[CH:3][CH:2]=1. Procedure: The solution of benzhydryl 7-[2-phenyl-2-tertbutoxycarbonylmethoxyiminoacetamido]-3-ethylthio-3-cephem-4-carboxylate (syn isomer, 2.0 g) and anisole (2.0 ml) in trifluoroacetic acid (8 ml) was stirred for 90 minutes at ambient temperature. The resultant solution was evaporated under reduced pressure and the residual oil was dissolved in an aqueous solution of sodium bicarbonate. After the solution was washed with ethyl acetate, the solution was adjusted to pH 2.0 with 10% hydrochloric acid and e... Starting materials: Br (hydrobromic acid), S(=O)(O)[O-].[Na+] (sodium hydrogen sulfite), C(CCC)N(C(=S)NC1=CC=C(C=C1)N1CCN(CC1)C1=CC=C(C=C1)OC)CCCO (N-butyl-N-(3-hydroxypropyl)-N'-[4-[4-(4-methoxyphenyl)-1-piperazinyl]phenyl]thiourea). The solvent is O (water). Yields the product C(CCC)N1C(SCCC1)=NC1=CC=C(C=C1)N1CCN(CC1)C1=CC=C(C=C1)O (4-[4-[4-[(3-butyltetrahydro-1,3-thiazin-2-ylidene)amino]phenyl]-1-piperazinyl]phenol). Yield: 38.0%. As a reaction SMILES: Br.S([O-])(O)=O.[Na+].[CH2:7]([N:11]([CH2:35][CH2:36][CH2:37]O)[C:12]([NH:14][C:15]1[CH:20]=[CH:19][C:18]([N:21]2[CH2:26][CH2:25][N:24]([C:27]3[CH:32]=[CH:31][C:30]([O:33]C)=[CH:29][CH:28]=3)[CH2:23][CH2:22]2)=[CH:17][CH:16]=1)=[S:13])[CH2:8][CH2:9][CH3:10]>O>[CH2:7]([N:11]1[CH2:35][CH2:36][CH2:37][S:13][C:12]1=[N:14][C:15]1[CH:16]=[CH:17][C:18]([N:21]2[CH2:26][CH2:25][N:24]([C:27]3[CH:28]=[CH:29][C:30]([OH:33])=[CH:31][CH:32]=3)[CH2:23][CH2:22]2)=[CH:19][CH:20]=1)[CH2:8][CH2:9][CH3:10] |f:1.2|. Procedure: To 75 parts of a hydrobromic acid solution 48% in water was added a small amount of sodium hydrogen sulfite. Then there were added 1.7 parts of N-butyl-N-(3-hydroxypropyl)-N'-[4-[4-(4-methoxyphenyl)-1-piperazinyl]phenyl]thiourea. The whole was stirred and refluxed for 3 hours. The reaction mixture was evaporated. The residue was dissolved in a mixture of methanol and water. The solution was neutralized with a sodium hydrogen carbonate solution. The product was extracted with dichloromethane. The... Reactants: Cl (hydrochloric acid), COC[C@@H](OC=1C=C(C=C(C1)OC1=CC=C(C=C1)S(=O)(=O)C)C1=CC=C(N1)C(=O)O)C (5-{3-[(1S)-2-Methoxy-1-methylethoxy]-5-[4-(methylsulfonyl)phenoxy]phenyl}-1H-pyrrole-2-carboxylic acid), NC[C@@H](C)O ((R)-(−)-1-amino-2-propanol), CCN=C=NCCCN(C)C.Cl (WSCI•HCl). The reagents and catalysts are CN(C1=CC=NC=C1)C (4-dimethylaminopyridine). Run in ClCCl (dichloromethane). Run at time 18 hour. Product: O[C@@H](CNC(=O)C=1NC(=CC1)C1=CC(=CC(=C1)OC1=CC=C(C=C1)S(=O)(=O)C)O[C@H](COC)C)C (N-[(2R)-2-Hydroxypropyl]-5-{3-[(1S)-2-methoxy-1-methylethoxy]-5-[4-(methylsulfonyl)phenoxy]phenyl}-1H-pyrrole-2-carboxamide). The yield is 83.0%. Reaction SMILES: [CH3:1][O:2][CH2:3][C@H:4]([CH3:31])[O:5][C:6]1[CH:7]=[C:8]([C:23]2[NH:27][C:26]([C:28]([OH:30])=O)=[CH:25][CH:24]=2)[CH:9]=[C:10]([O:12][C:13]2[CH:18]=[CH:17][C:16]([S:19]([CH3:22])(=[O:21])=[O:20])=[CH:15][CH:14]=2)[CH:11]=1.[NH2:32][CH2:33][C@H:34]([OH:36])[CH3:35].CCN=C=NCCCN(C)C.Cl.Cl>ClCCl.CN(C)C1C=CN=CC=1>[OH:36][C@H:34]([CH3:35])[CH2:33][NH:32][C:28]([C:26]1[NH:27][C:23]([C:8]2[CH:9]=[C:10]([O:12][C:13]3[CH:14]=[CH:15][C:16]([S:19]([CH3:22])(=[O:20])=[O:21])=[CH:17][CH:18]=3)[CH:11]=[C:6]([O:5][C@@H:4]([CH3:31])[CH2:3][O:2][CH3:1])[CH:7]=2)=[CH:24][CH:25]=1)=[O:30] |f:2.3|. Reported procedure: 5-{3-[(1S)-2-Methoxy-1-methylethoxy]-5-[4-(methylsulfonyl)phenoxy]phenyl}-1H-pyrrole-2-carboxylic acid (204 mg, 0.458 mmol) synthesized in Example (18a) was dissolved in dichloromethane (10 mL), and (R)-(−)-1-amino-2-propanol (72.0 μmL, 0.914 mmol), WSCI•HCl (130 mg, 0.678 mmol) and 4-dimethylaminopyridine (115 mg, 0.941 mmol) were added, followed by stirring at room temperature for 18 hours under nitrogen atmosphere. 1N hydrochloric acid (10 mL) was added, and the solution was separated with di... The reactants are N#Cc1ccc(CBr)cc1, C1CCOC1, C[Si](C)(C)[N-][Si](C)(C)C, [Na+], OC1CCOCC1. Product: N#Cc1ccc(COC2CCOCC2)cc1. As a reaction SMILES: [Br:18][CH2:19][c:20]1[cH:21][cH:22][c:23]([C:24]#[N:25])[cH:26][cH:27]1.[CH2:28]1[O:29][CH2:30][CH2:31][CH2:32]1.[CH3:1][Si:2]([N-:3][Si:4]([CH3:5])([CH3:6])[CH3:7])([CH3:8])[CH3:9].[Na+:10].[O:11]1[CH2:12][CH2:13][CH:14]([OH:17])[CH2:15][CH2:16]1>>[O:11]1[CH2:12][CH2:13][CH:14]([O:17][CH2:19][c:20]2[cH:21][cH:22][c:23]([C:24]#[N:25])[cH:26][cH:27]2)[CH2:15][CH2:16]1.